Dataset: the Open Reaction Database (ORD), a public repository of structured organic reaction records. Task: describe an organic reaction: reactants, conditions, products, and yield The yield is 92.2%. Product: ClC1=CC=C(C=C1)C(N[C@H](C)C1=CC(=C(C=C1)F)F)C1=CC(=CC=C1)[N+](=O)[O-] (N-[(4-Chlorophenyl)-(3-nitrophenyl)methyl]-N-[(R)-1-(3,4-difluorophenyl)ethyl]amine). The solvent is C(C)(=O)O (acetic acid). As a reaction SMILES: [N+:1]([C:4]1[CH:5]=[C:6]([C:10]([C:12]2[CH:17]=[CH:16][C:15]([Cl:18])=[CH:14][CH:13]=2)=O)[CH:7]=[CH:8][CH:9]=1)([O-:3])=[O:2].Cl.[F:20][C:21]1[CH:22]=[C:23]([C@H:28]([NH2:30])[CH3:29])[CH:24]=[CH:25][C:26]=1[F:27].C([BH3-])#N.[Na+]>[Ti](Cl)(Cl)(Cl)Cl.C(O)(=O)C>[Cl:18][C:15]1[CH:16]=[CH:17][C:12]([CH:10]([C:6]2[CH:7]=[CH:8][CH:9]=[C:4]([N+:1]([O-:3])=[O:2])[CH:5]=2)[NH:30][C@@H:28]([C:23]2[CH:24]=[CH:25][C:26]([F:27])=[C:21]([F:20])[CH:22]=2)[CH3:29])=[CH:13][CH:14]=1 |f:1.2,3.4|. Reported procedure: Following a similar procedure to that described in Example (1a), 1.0 g of 4-chlorophenyl 3-nitrophenyl ketone, 1.11 g of (R)-1-(3,4-difluorophenyl)ethylamine hydrochloride, 2.93 ml of trietlaylamine, 0.50 ml of titanium tetrachloride, 1.01 g of sodium cyanoborohydride and 0.33 ml of acetic acid were reacted, to obtain 1.42 g of the title compound as a yellow oil. Reagents/catalysts: [Ti](Cl)(Cl)(Cl)Cl (titanium tetrachloride). Reactants: [N+](=O)([O-])C=1C=C(C=CC1)C(=O)C1=CC=C(C=C1)Cl (4-chlorophenyl 3-nitrophenyl ketone), Cl.FC=1C=C(C=CC1F)[C@@H](C)N ((R)-1-(3,4-difluorophenyl)ethylamine hydrochloride), C(#N)[BH3-].[Na+] (sodium cyanoborohydride). As a reaction SMILES: [CH3:26][C:27]#[N:28].[Ce:6].[F:7][C:8](=[CH:9][CH:10]1[CH2:11][C:12](=[O:24])[N:13]([CH2:15][c:16]2[cH:17][cH:18][c:19]([O:20][CH3:21])[cH:22][cH:23]2)[CH2:14]1)[F:25].[N+:1]([O-:2])([O-:3])=[O:4].[NH4+:5].[OH2:29].[OH2:30]>>[F:7][C:8](=[CH:9][CH:10]1[CH2:11][C:12](=[O:24])[NH:13][CH2:14]1)[F:25]. Starting materials: CC#N, [Ce], COc1ccc(CN2CC(C=C(F)F)CC2=O)cc1, O=[N+]([O-])[O-], [NH4+], O, O. The product is O=C1CC(C=C(F)F)CN1. Starting materials: BrCC=1C2=CC=CC=C2N=C2C=CC=CC12 (9-(bromomethyl)acridine), P(OCC)(OCC)OCC (triethyl phosphite). Product: C1=CC=CC2=NC3=CC=CC=C3C(=C12)CP(OCC)(OCC)=O (Diethyl acridin-9-ylmethylphosphonate). Yield: 94.0%. RXN SMILES: Br[CH2:2][C:3]1[C:4]2[C:9]([N:10]=[C:11]3[C:16]=1[CH:15]=[CH:14][CH:13]=[CH:12]3)=[CH:8][CH:7]=[CH:6][CH:5]=2.[P:17]([O:24]CC)([O:21][CH2:22][CH3:23])[O:18][CH2:19][CH3:20]>>[CH:5]1[C:4]2[C:9](=[N:10][C:11]3[C:16]([C:3]=2[CH2:2][P:17](=[O:24])([O:21][CH2:22][CH3:23])[O:18][CH2:19][CH3:20])=[CH:15][CH:14]=[CH:13][CH:12]=3)[CH:8]=[CH:7][CH:6]=1. Procedure details: The mixture of 10 (1.5 g, 5.5 mmol) and triethyl phosphite (2 mL) was heated to reflux for 4 h. After cooling down to room temperature, the excess triethyl phosphite was removed under vacuum to afford 11 (1.7 g) in 94% yield. 1H NMR (400 MHz, CDCl3) δ 8.23 (d, J=8.8 Hz, 2H), 8.17 (d, J=8.8 Hz, 2H), 7.72 (t, J=7.2 Hz, 2H), 7.54 (t, J=7.2 Hz, 2H), 4.13 (d, J=24 Hz, 2H), 3.92-3.77 (m, 4H), 1.04 (t, J=7.2 Hz, 6H). 13C NMR (400 MHz, CDCl3) δ 148.4, 148.3, 135.8, 135.7, 129.9, 129.8, 125.8, 125.3, 125... Yields the product C(C)(C)(C)NC(=O)N[C@H](C(=O)N1CCC(CC1)N1C([C@@H]2CC=CC[C@@H]2C(=N1)C1=CC(=C(C=C1)OC)OC)=O)C (1-tert-Butyl-3-((S)-2-{4-[(4aS,8aR)-4-(3,4-dimethoxy-phenyl)-1-oxo-4a,5,8,8a-tetrahydro-1H-phthalazin-2-yl]-piperidin-1-yl}-1-methyl-2-oxo-ethyl)-urea). Procedure: Prepared from compound 5c and (R)-2-(3-tert-butyl-ureido)-propionic acid (N-boc-L-alanine) as described for compound 5b. M. p. 153-154° C. The reactants are COC=1C=C(C=CC1OC)C1=NN(C([C@@H]2CC=CC[C@H]12)=O)C1CCNCC1 ((4aS,8aR)-4-(3,4-Dimethoxy-phenyl)-2-piperidin-4-yl-4a,5,8,8a-tetrahydro-2H-phthalazin-1-one), C(C)(C)(C)NC(N[C@@H](C(=O)O)C)=O ((R)-2-(3-tert-butyl-ureido)-propionic acid), C(C)(C)(C)OC(NCCCC(=O)N1CCC(CC1)N1C([C@@H]2CC=CC[C@@H]2C(=N1)C1=CC(=C(C=C1)OC)OC)=O)=O ((4-{4-[(4aS,8aR)-4-(3,4-dimethoxy-phenyl)-1-oxo-4a,5,8,8a-tetrahydro1H-phthalazin-2-yl]-piperidin-1-yl}-4-oxo-butyl)-carbamic acid tert butyl ester). As a reaction SMILES: [CH3:1][O:2][C:3]1[CH:4]=[C:5]([C:11]2[C@@H:20]3[C@@H:15]([CH2:16][CH:17]=[CH:18][CH2:19]3)[C:14](=[O:21])[N:13]([CH:22]3[CH2:27][CH2:26][NH:25][CH2:24][CH2:23]3)[N:12]=2)[CH:6]=[CH:7][C:8]=1[O:9][CH3:10].[C:28]([NH:32][C:33](=[O:40])[NH:34][C@H:35]([CH3:39])[C:36](O)=[O:37])([CH3:31])([CH3:30])[CH3:29].C(OC(=O)NCCCC(N1CCC(N2N=C(C3C=CC(OC)=C(OC)C=3)[C@@H]3[C@@H](CC=CC3)C2=O)CC1)=O)(C)(C)C>>[C:28]([NH:32][C:33]([NH:34][C@@H:35]([CH3:39])[C:36]([N:25]1[CH2:26][CH2:27][CH:22]([N:13]2[N:12]=[C:11]([C:5]3[CH:6]=[CH:7][C:8]([O:9][CH3:10])=[C:3]([O:2][CH3:1])[CH:4]=3)[C@@H:20]3[C@@H:15]([CH2:16][CH:17]=[CH:18][CH2:19]3)[C:14]2=[O:21])[CH2:23][CH2:24]1)=[O:37])=[O:40])([CH3:31])([CH3:30])[CH3:29]. Reactants: N1(CCCCC1)CC1=CC(=NC=C1)OC\C=C/CN (4-(4-piperidinomethyl-2-pyridyloxy) -cis-2-butenylamine), NC1=NNC=C1C(=O)O (3-amino-4-pyrazolecarboxylic acid). Yields the product NC1=NNC=C1C(=O)NC\C=C/COC1=NC=CC(=C1)CN1CCCCC1 (3-Amino-N-[4-(4-piperidinomethyl-2-pyridyloxy) -cis-2-butenyl]pyrazole-4-carboxamide). Isolated yield 38.0%. As a reaction SMILES: [N:1]1([CH2:7][C:8]2[CH:13]=[CH:12][N:11]=[C:10]([O:14][CH2:15]/[CH:16]=[CH:17]\[CH2:18][NH2:19])[CH:9]=2)[CH2:6][CH2:5][CH2:4][CH2:3][CH2:2]1.[NH2:20][C:21]1[C:25]([C:26](O)=[O:27])=[CH:24][NH:23][N:22]=1>>[NH2:20][C:21]1[C:25]([C:26]([NH:19][CH2:18]/[CH:17]=[CH:16]\[CH2:15][O:14][C:10]2[CH:9]=[C:8]([CH2:7][N:1]3[CH2:6][CH2:5][CH2:4][CH2:3][CH2:2]3)[CH:13]=[CH:12][N:11]=2)=[O:27])=[CH:24][NH:23][N:22]=1. Procedure details: Following a procedure similar to that described in Example 13, but using 4-(4-piperidinomethyl-2-pyridyloxy) -cis-2-butenylamine and 3-amino-4-pyrazolecarboxylic acid as starting materials, in relative proportions similar to those used in that Example, the title compound was obtained as a white powder, melting at 172°-174° C., in a 38% yield. Reactants: Cc1c(C(=O)O)oc2ccc(C#N)cc12, CC(C)(C)OC(=O)COC1CCC(N)CC1. The product is Cc1c(C(=O)NC2CCC(OCC(=O)OC(C)(C)C)CC2)oc2ccc(C#N)cc12. As a reaction SMILES: [C:1](#[N:2])[c:3]1[cH:4][cH:5][c:6]2[c:7]([c:8]([CH3:14])[c:9]([C:11](=[O:12])[OH:13])[o:10]2)[cH:15]1.[NH2:16][CH:17]1[CH2:18][CH2:19][CH:20]([O:23][CH2:24][C:25](=[O:26])[O:27][C:28]([CH3:29])([CH3:30])[CH3:31])[CH2:21][CH2:22]1>>[C:1](#[N:2])[c:3]1[cH:4][cH:5][c:6]2[c:7]([c:8]([CH3:14])[c:9]([C:11](=[O:13])[NH:16][CH:17]3[CH2:18][CH2:19][CH:20]([O:23][CH2:24][C:25](=[O:26])[O:27][C:28]([CH3:29])([CH3:30])[CH3:31])[CH2:21][CH2:22]3)[o:10]2)[cH:15]1. Starting materials: COC=1C=C2C(=CC=NC2=CC1OC)OC1=CC(=C(N)C=C1C)C (4-[(6,7-Dimethoxy-4-quinolyl)oxy]-2,5-dimethylaniline), ClC(Cl)(OC(OC(Cl)(Cl)Cl)=O)Cl (triphosgene), C([O-])(O)=O.[Na+] (sodium bicarbonate), N1(CCCCC1)CCO (2-piperidino-1-ethanol). Solvent: C(C)N(CC)CC (triethylamine), C1(=CC=CC=C1)C (toluene), C(Cl)Cl (methylene chloride). Yields the product COC=1C=C2C(=CC=NC2=CC1OC)OC1=CC(=C(C=C1C)NC(OCCN1CCCCC1)=O)C (2-Piperidinoethyl N-{4-[(6,7-dimethoxy-4-quinolyl)oxy]-2,5-dimethylphenyl}carbamate). Yield: 56.8%. Reaction SMILES: [CH3:1][O:2][C:3]1[CH:4]=[C:5]2[C:10](=[CH:11][C:12]=1[O:13][CH3:14])[N:9]=[CH:8][CH:7]=[C:6]2[O:15][C:16]1[C:22]([CH3:23])=[CH:21][C:19]([NH2:20])=[C:18]([CH3:24])[CH:17]=1.Cl[C:26](Cl)([O:28][C:29](=[O:35])OC(Cl)(Cl)Cl)Cl.[N:37]1([CH2:43]CO)[CH2:42][CH2:41][CH2:40][CH2:39][CH2:38]1.C(=O)(O)[O-].[Na+]>C(Cl)Cl.C(N(CC)CC)C.C1(C)C=CC=CC=1>[CH3:1][O:2][C:3]1[CH:4]=[C:5]2[C:10](=[CH:11][C:12]=1[O:13][CH3:14])[N:9]=[CH:8][CH:7]=[C:6]2[O:15][C:16]1[C:22]([CH3:23])=[CH:21][C:19]([NH:20][C:29](=[O:35])[O:28][CH2:26][CH2:43][N:37]2[CH2:42][CH2:41][CH2:40][CH2:39][CH2:38]2)=[C:18]([CH3:24])[CH:17]=1 |f:3.4|. Procedure details: 4-[(6,7-Dimethoxy-4-quinolyl)oxy]-2,5-dimethylaniline (50 mg) was added to toluene (5 ml), and triethylamine (0.5 ml), and the mixture was heated under reflux to prepare a solution. A solution of triphosgene (68 mg) in methylene chloride was then added thereto, and the mixture was heated under reflux for 10 min. Next, 2-piperidino-1-ethanol (30 mg) was added thereto, and the mixture was further stirred with heating under reflux for 3 hr. A saturated aqueous sodium bicarbonate solution was added ...